Dataset: the Open Reaction Database (ORD), a public repository of structured organic reaction records. Task: describe an organic reaction: reactants, conditions, products, and yield The reactants are C(CCC)[Li] (butyllithium), BrC1=C(C=C(CNC(=O)OC(C)(C)C)C=C1)Cl (4-bromo-3-chloro-N-(tert-butoxycarbonyl)-benzylamine), CC(CC=O)(C)C (3,3-dimethylbutyraldehyde). Run in C(C)OCC (diethyl ether). Reaction conditions: time 30 minute. Yields the product C(C)(C)(C)OC(=O)NCC1=CC(=C(C=C1)C(CC(C)(C)C)O)Cl (N-(tert-Butoxycarbonyl)-3-chloro-4-(1-hydroxy-3,3-dimethyl-butyl)-benzylamine). The yield is 14.1%. Reaction SMILES: C([Li])CCC.Br[C:7]1[CH:21]=[CH:20][C:10]([CH2:11][NH:12][C:13]([O:15][C:16]([CH3:19])([CH3:18])[CH3:17])=[O:14])=[CH:9][C:8]=1[Cl:22].[CH3:23][C:24]([CH3:29])([CH3:28])[CH2:25][CH:26]=[O:27]>C(OCC)C>[C:16]([O:15][C:13]([NH:12][CH2:11][C:10]1[CH:20]=[CH:21][C:7]([CH:26]([OH:27])[CH2:25][C:24]([CH3:29])([CH3:28])[CH3:23])=[C:8]([Cl:22])[CH:9]=1)=[O:14])([CH3:19])([CH3:18])[CH3:17]. Procedure details: Add butyllithium (8.2 mL, 13.1 mmol) to a solution of 4-bromo-3-chloro-N-(tert-butoxycarbonyl)-benzylamine (1.823 g, 5.7 mmol) in diethyl ether (46 mL) at −78° C. under nitrogen and stir for 30 min. Add 3,3-dimethylbutyraldehyde (1.427 g, 1.7 mL, 14.3 mmol), stir for 30 min at −78° C. and then warm to room temperature. Add water and extract twice the aqueous phase with EtOAc. Dry the combined organic extracts over Na2SO4, filter and concentrate in vacuo. Purify by chromatography on silica gel el...